Dataset: the Open Reaction Database (ORD), a public repository of structured organic reaction records. Task: describe an organic reaction: reactants, conditions, products, and yield The reactants are CCOC(=O)C (EtOAc), C(C)OC(C(CBr)CBr)=O (3-Bromo-2-bromomethyl-propionic acid ethyl ester), C1(=CCCC1)N1CCCC1 (1-cyclopent-1-enyl-pyrrolidine), CCN(C(C)C)C(C)C (Hünig's base). Run in CC#N (MeCN). Yields the product O=C1C2CCCC1CC2 (8-oxo-bicyclo[3.2.1]octane), carboxylic acid ethyl ester. The yield is 25.5%. RXN SMILES: C(O[C:4](=[O:10])[CH:5]([CH2:8]Br)[CH2:6]Br)C.[C:11]1(N2CCCC2)[CH2:15]C[CH2:13][CH:12]=1.CCN(C(C)C)C(C)C.CCOC(C)=O>CC#N>[O:10]=[C:4]1[CH:5]2[CH2:6][CH2:15][CH:11]1[CH2:12][CH2:13][CH2:8]2. Procedure details: 3-Bromo-2-bromomethyl-propionic acid ethyl ester (5.48 g, 20 mmol) was added to a mixture of 1-cyclopent-1-enyl-pyrrolidine (2.74 g, 20 mmol) and Hünig's base (3.5 mL) in MeCN (15 mL) with vigorous stirring. An exothermic reaction ensued, bringing the mixture to reflux. The mixture was refluxed for 16 h, cooled, and poured into 100 mL of EtOAc with stirring. The resulting solid (3.33 g) was collected by filtration, dissolved in 0.5 M aqueous HCl (100 mL) and stirred with EtOAc (100 mL) for 48 h.... The reactants are C#CC(=O)Nc1ccc(C#CC)cc1, O=C([O-])[O-], [Cs+], [Cs+], [Cu]I, OCc1ccc(I)cc1. Product: CC#Cc1ccc(NC(=O)C#Cc2ccc(CO)cc2)cc1. As a reaction SMILES: [C:16](#[C:17][CH3:18])[c:19]1[cH:20][cH:21][c:22]([NH:25][C:26]([C:27]#[CH:28])=[O:29])[cH:23][cH:24]1.[C:1](=[O:2])([O-:3])[O-:4].[Cs+:5].[Cs+:6].[Cu:30][I:31].[I:7][c:8]1[cH:9][cH:10][c:11]([CH2:12][OH:13])[cH:14][cH:15]1>>[c:8]1([C:28]#[C:27][C:26]([NH:25][c:22]2[cH:21][cH:20][c:19]([C:16]#[C:17][CH3:18])[cH:24][cH:23]2)=[O:29])[cH:9][cH:10][c:11]([CH2:12][OH:13])[cH:14][cH:15]1. Reactants: FC1=C(C=CC(=C1)F)C1(OCC(O1)COC1=CC=C(C=C1)N1CCN(CC1)C1=CC=C(C=C1)N1C(N(N=C1)C(C(C)OS(=O)(=O)C)C)=O)CN1N=CN=C1 (4-[4-[4-[4-[[2-(2,4-difluorophenyl)-2-(1H-1,2,4-triazol-1-ylmethyl)-1,3-dioxolan-4-yl]methoxy]phenyl]-1-piperazinyl]phenyl]-2,4-dihydro-2-[1-methyl-2-[(methylsulfonyl)oxy]propyl]-3H-1,2,4-triazol-3-one), [N-]=[N+]=[N-].[Na+] (NaN3), O (H2O). The solvent is CN(C)C=O (DMF). Reaction conditions: temperature 85 celsius, time 48 hour. Product: N(=[N+]=[N-])C(C(C)N1N=CN(C1=O)C1=CC=C(C=C1)N1CCN(CC1)C1=CC=C(C=C1)OCC1OC(OC1)(CN1N=CN=C1)C1=C(C=C(C=C1)F)F)C (2-(2-azido-1-methylpropyl)-4-[4-[4-[4-[[2-(2,4difluorophenyl)-2-(1H-1,2,4-triazol-1-ylmethyl)-1,3-dioxolan-4-yl]methoxy]-phenyl]-1-piperazinyl]phenyl]-2,4-dihydro-3H-1,2,4-triazol-3-one). RXN SMILES: [F:1][C:2]1[CH:7]=[C:6]([F:8])[CH:5]=[CH:4][C:3]=1[C:9]1([CH2:49][N:50]2[CH:54]=[N:53][CH:52]=[N:51]2)[O:13][CH:12]([CH2:14][O:15][C:16]2[CH:21]=[CH:20][C:19]([N:22]3[CH2:27][CH2:26][N:25]([C:28]4[CH:33]=[CH:32][C:31]([N:34]5[CH:38]=[N:37][N:36]([CH:39]([CH3:47])[CH:40](OS(C)(=O)=O)[CH3:41])[C:35]5=[O:48])=[CH:30][CH:29]=4)[CH2:24][CH2:23]3)=[CH:18][CH:17]=2)[CH2:11][O:10]1.[N-:55]=[N+:56]=[N-:57].[Na+].O>CN(C=O)C>[N:55]([CH:40]([CH3:41])[CH:39]([N:36]1[C:35](=[O:48])[N:34]([C:31]2[CH:32]=[CH:33][C:28]([N:25]3[CH2:24][CH2:23][N:22]([C:19]4[CH:20]=[CH:21][C:16]([O:15][CH2:14][CH:12]5[CH2:11][O:10][C:9]([C:3]6[CH:4]=[CH:5][C:6]([F:8])=[CH:7][C:2]=6[F:1])([CH2:49][N:50]6[CH:54]=[N:53][CH:52]=[N:51]6)[O:13]5)=[CH:17][CH:18]=4)[CH2:27][CH2:26]3)=[CH:29][CH:30]=2)[CH:38]=[N:37]1)[CH3:47])=[N+:56]=[N-:57] |f:1.2|. Reported procedure: A mixture of [2S-[2α,4α(S*,S*)]]-4-[4-[4-[4-[[2-(2,4-difluorophenyl)-2-(1H-1,2,4-triazol-1-ylmethyl)-1,3-dioxolan-4-yl]methoxy]phenyl]-1-piperazinyl]phenyl]-2,4-dihydro-2-[1-methyl-2-[(methylsulfonyl)oxy]propyl]-3H-1,2,4-triazol-3-one (0.0039 mol) and NaN3 (0.005 mol) in DMF (50 ml) was stirred at 85° C. for 48 hours, poured out into H2O and stirred for 30 minutes. The precipitate was filtered off and dissolved in CH2Cl2. The organic solution was washed, dried, filtered and the solvent was evapo... The reactants are OC1=C(C(=O)C2=C(C=C(C=C2)O)O)C=CC(=C1)O (2,2′,4,4′-tetrahydroxybenzophenone), C(C)(=O)[O-].[Na+] (sodium acetate), Cl.CS(=O)(=O)C1=CC=C(C=C1)NN ((4-methanesulfonyl)phenylhydrazine hydrochloride). The product is OC1=CC=C2C(=NN(C2=C1)C1=CC=C(C=C1)S(=O)(=O)C)C1=C(C=C(C=C1)O)O (4-{6-hydroxy-1-[4-(methylsulfonyl)phenyl]-1H-indazol-3-yl}benzene-1,3-diol). Yield: 59.6%. Reaction SMILES: O[C:2]1[CH:17]=[C:16]([OH:18])[CH:15]=[CH:14][C:3]=1[C:4]([C:6]1[CH:11]=[CH:10][C:9]([OH:12])=[CH:8][C:7]=1[OH:13])=O.C([O-])(=O)C.[Na+].Cl.[CH3:25][S:26]([C:29]1[CH:34]=[CH:33][C:32]([NH:35][NH2:36])=[CH:31][CH:30]=1)(=[O:28])=[O:27]>>[OH:18][C:16]1[CH:17]=[C:2]2[C:3]([C:4]([C:6]3[CH:11]=[CH:10][C:9]([OH:12])=[CH:8][C:7]=3[OH:13])=[N:36][N:35]2[C:32]2[CH:31]=[CH:30][C:29]([S:26]([CH3:25])(=[O:28])=[O:27])=[CH:34][CH:33]=2)=[CH:14][CH:15]=1 |f:1.2,3.4|. Procedure: Prepared according to Method B from 2,2′,4,4′-tetrahydroxybenzophenone (0.400 g, 1.60 mmol), sodium acetate (0.267 g, 3.3 mmol) and (4-methanesulfonyl)phenylhydrazine hydrochloride (0.454 g, 2.5 mmol) to give 0.378 g of product as a tan solid. Reactants: C(CO)O (ethylene glycol), C1(=CC=C(C=C1)S(=O)(=O)O)C (p-toluenesulphonic acid), ClC1=C(C=CC(=C1)Cl)C1(OCC(C1)=O)CCl (2-(2,4-dichlorophenyl)-2-chloromethyltetrahydrofuran-4-one). Run in C1(=CC=CC=C1)C (toluene). Product: ClCC1(OC2(OCCO2)CC1)C1=C(C=C(C=C1)Cl)Cl (7-chloromethyl-7-(2,4-dichlorophenyl)-1,4,6-trioxaspiro[4.4]nonane). RXN SMILES: [Cl:1][C:2]1[CH:7]=[C:6]([Cl:8])[CH:5]=[CH:4][C:3]=1[C:9]1([CH2:15][Cl:16])[CH2:13][C:12](=O)[CH2:11][O:10]1.[CH2:17]([OH:20])[CH2:18][OH:19].C1(C)C=CC(S(O)(=O)=O)=CC=1>C1(C)C=CC=CC=1>[Cl:16][CH2:15][C:9]1([C:3]2[CH:4]=[CH:5][C:6]([Cl:8])=[CH:7][C:2]=2[Cl:1])[CH2:13][CH2:12][C:11]2([O:20][CH2:17][CH2:18][O:19]2)[O:10]1. Procedure details: The furanone obtained in stage b) (4.2 g), in toluene (50 cc), is heated at reflux temperature in the presence of ethylene glycol (6.5 cc) and p-toluenesulphonic acid (0.1 g), with the separation of the water formed, until the disappearance of the starting product.